Dataset: the Open Reaction Database (ORD), a public repository of structured organic reaction records. Task: describe an organic reaction: reactants, conditions, products, and yield Starting materials: NCCN, O=C1CCC(c2ccccc2)(c2ccccc2)CC1, Cc1ccc(S(=O)(=O)O)cc1, c1ccccc1. Yields the product NCCNC1CCC(c2ccccc2)(c2ccccc2)CC1. As a reaction SMILES: [NH2:20][CH2:21][CH2:22][NH2:23].[c:1]1([C:7]2([c:14]3[cH:15][cH:16][cH:17][cH:18][cH:19]3)[CH2:8][CH2:9][C:10](=[O:13])[CH2:11][CH2:12]2)[cH:2][cH:3][cH:4][cH:5][cH:6]1.[c:24]1([CH3:25])[cH:26][cH:27][c:28]([S:29]([OH:30])(=[O:31])=[O:32])[cH:33][cH:34]1.[cH:35]1[cH:36][cH:37][cH:38][cH:39][cH:40]1>>[c:1]1([C:7]2([c:14]3[cH:15][cH:16][cH:17][cH:18][cH:19]3)[CH2:8][CH2:9][CH:10]([NH:20][CH2:21][CH2:22][NH2:23])[CH2:11][CH2:12]2)[cH:2][cH:3][cH:4][cH:5][cH:6]1. Reactants: NC1CCc2c([nH]c3ccccc23)C1, NC=O, O. The product is O=CNC1CCc2c([nH]c3ccccc23)C1. Reaction SMILES: [CH2:1]1[CH:2]([NH2:14])[CH2:3][CH2:4][c:5]2[c:6]3[cH:7][cH:8][cH:9][cH:10][c:11]3[nH:12][c:13]21.[CH:15](=[O:16])[NH2:17].[OH2:18]>>[CH2:1]1[CH:2]([NH:14][CH:15]=[O:16])[CH2:3][CH2:4][c:5]2[c:6]3[cH:7][cH:8][cH:9][cH:10][c:11]3[nH:12][c:13]21. The reactants are Fc1cc(F)c(F)c(Br)c1, CC(C)[N-]C(C)C, Cc1cc(F)c(CO)c(F)c1, [Li+]. Product: OCc1c(F)cc(Br)c(F)c1F. As a reaction SMILES: [Br:1][c:2]1[c:3]([F:10])[c:4]([F:9])[cH:5][c:6]([F:8])[cH:7]1.[CH:22]([N-:23][CH:24]([CH3:25])[CH3:26])([CH3:27])[CH3:28].[F:11][c:12]1[cH:13][c:14]([CH3:15])[cH:16][c:17]([F:18])[c:19]1[CH2:20][OH:21].[Li+:29]>>[Br:1][c:2]1[c:3]([F:10])[c:4]([F:9])[c:5]([CH2:20][OH:21])[c:6]([F:8])[cH:7]1. Procedure: Using 2-amino-4-methoxy-7-morpholin-4-yl-benzothiazol and 4-chlorocarbonyl-piperidine-1-carboxylic acid tert-butyl ester the title compound was obtained as a white solid (3%), MS: m/e=477(M+H+). RXN SMILES: [NH2:1][C:2]1[S:3][C:4]2[C:10]([N:11]3[CH2:16][CH2:15][O:14][CH2:13][CH2:12]3)=[CH:9][CH:8]=[C:7]([O:17][CH3:18])[C:5]=2[N:6]=1.[C:19]([O:23][C:24]([N:26]1[CH2:31][CH2:30][CH:29]([C:32](Cl)=[O:33])[CH2:28][CH2:27]1)=[O:25])([CH3:22])([CH3:21])[CH3:20]>>[C:19]([O:23][C:24]([N:26]1[CH2:31][CH2:30][CH:29]([C:32](=[O:33])[NH:1][C:2]2[S:3][C:4]3[C:10]([N:11]4[CH2:16][CH2:15][O:14][CH2:13][CH2:12]4)=[CH:9][CH:8]=[C:7]([O:17][CH3:18])[C:5]=3[N:6]=2)[CH2:28][CH2:27]1)=[O:25])([CH3:22])([CH3:21])[CH3:20]. Product: C(C)(C)(C)OC(=O)N1CCC(CC1)C(NC=1SC2=C(N1)C(=CC=C2N2CCOCC2)OC)=O (4-(4-Methoxy-7-morpholin-4-yl-benzothiazol-2-ylcarbamoyl)-piperidine-1-carboxylic acid tert-butyl ester). The reactants are NC=1SC2=C(N1)C(=CC=C2N2CCOCC2)OC (2-amino-4-methoxy-7-morpholin-4-yl-benzothiazol), C(C)(C)(C)OC(=O)N1CCC(CC1)C(=O)Cl (4-chlorocarbonyl-piperidine-1-carboxylic acid tert-butyl ester). Starting materials: C(C)OC=C(C=O)CCCCCCC (3-ethoxy-2-heptylacrolein), Cl.C(CCCC)[C@@H]1CC[C@H](CC1)C(=N)N (trans-4-pentylcyclohexanecarboxamidine hydrochloride), C[O-].[Na+] (sodium methylate), [Na] (sodium). Run in CO (methanol), CO (methanol). Product: C(CCCC)[C@@H]1CC[C@H](CC1)C1=NC=C(C=N1)CCCCCCC (trans-2-(4-pentylcyclohexyl)-5-heptylpyrimidine). As a reaction SMILES: C(O[CH:4]=[C:5]([CH2:8][CH2:9][CH2:10][CH2:11][CH2:12][CH2:13][CH3:14])[CH:6]=O)C.Cl.[CH2:16]([C@H:21]1[CH2:26][CH2:25][C@H:24]([C:27]([NH2:29])=[NH:28])[CH2:23][CH2:22]1)[CH2:17][CH2:18][CH2:19][CH3:20].C[O-].[Na+].[Na]>CO>[CH2:16]([C@H:21]1[CH2:22][CH2:23][C@H:24]([C:27]2[N:28]=[CH:4][C:5]([CH2:8][CH2:9][CH2:10][CH2:11][CH2:12][CH2:13][CH3:14])=[CH:6][N:29]=2)[CH2:25][CH2:26]1)[CH2:17][CH2:18][CH2:19][CH3:20] |f:1.2,3.4,^1:32|. Procedure: In an analogous manner to that described in Example 3, a mixture of 3.8 g of 3-ethoxy-2-heptylacrolein, 4.7 g of trans-4-pentylcyclohexanecarboxamidine hydrochloride and 40 ml of absolute methanol is treated with a sodium methylate solution prepared from 0.8 g of sodium in 25 ml of absolute methanol. The reaction duration, working-up and chromatography are as described in Example 3. The pure fractions eluted in the chromatography are combined and recrystallised twice from acetonitrile at about -...